Dataset: the Open Reaction Database (ORD), a public repository of structured organic reaction records. Task: describe an organic reaction: reactants, conditions, products, and yield Starting materials: ClCCCCCOC(NCCCC(OCC)OCC)=O ((4,4-diethoxybutyl)carbamic acid 5-chloro-pentyl ester), [H-].[Na+] (sodium hydride). Run in CN(C=O)C (N,N-dimethylformamide), O (water), [Cl-].[Na+] (sodium chloride). Conditions: time 15 hour. Yields the product C(C)OC(CCCN1C(OCCCCC1)=O)OCC (3-(4,4-diethoxybutyl)-[1,3]oxazocan-2-one). Isolated yield 16.9%. Reaction SMILES: Cl[CH2:2][CH2:3][CH2:4][CH2:5][CH2:6][O:7][C:8](=[O:20])[NH:9][CH2:10][CH2:11][CH2:12][CH:13]([O:17][CH2:18][CH3:19])[O:14][CH2:15][CH3:16].[H-].[Na+]>CN(C)C=O.O.[Cl-].[Na+]>[CH2:15]([O:14][CH:13]([O:17][CH2:18][CH3:19])[CH2:12][CH2:11][CH2:10][N:9]1[CH2:2][CH2:3][CH2:4][CH2:5][CH2:6][O:7][C:8]1=[O:20])[CH3:16] |f:1.2,5.6|. Procedure details: To a solution of (4,4-diethoxybutyl)carbamic acid 5-chloro-pentyl ester (11.4 g, 44 mmole) dissolved in N,N-dimethylformamide (100 mL) was added de-oiled sodium hydride (1.01 g, 42.3 mmole). The reaction mixture was stirred for 15 hours at room temperature, and then at 70° C. for 3 hours. The mixture was diluted with water, saturated aqueous sodium chloride was added, and extracted with ethyl ether. The organic phase was washed with water, dried (magnesium sulfate), and concentrated. Purificatio... Reactants: ClC1=CC=C(C=C1)C1N=C(NC1C1=CC=C(C=C1)Cl)C=1C(=NC(=NC1)OCC)OCC (4,5-bis-(4-chloro-phenyl)-2-(2,4-diethoxy-pyrimidin-5-yl)-4,5-dihydro-1H-imidazole), C(=O)(Cl)Cl (phosgene). Product: ClC1=CC=C(C=C1)C1N=C(N(C1C1=CC=C(C=C1)Cl)C(=O)Cl)C=1C(=NC(=NC1)OCC)OCC (4,5-bis-(4-chloro-phenyl)-2-(2,4-diethoxy-pyrimidin-5-yl)-4,5-dihydro-imidazole-1-carbonyl chloride). As a reaction SMILES: [Cl:1][C:2]1[CH:7]=[CH:6][C:5]([CH:8]2[CH:12]([C:13]3[CH:18]=[CH:17][C:16]([Cl:19])=[CH:15][CH:14]=3)[NH:11][C:10]([C:20]3[C:21]([O:29][CH2:30][CH3:31])=[N:22][C:23]([O:26][CH2:27][CH3:28])=[N:24][CH:25]=3)=[N:9]2)=[CH:4][CH:3]=1.[C:32](Cl)([Cl:34])=[O:33]>>[Cl:1][C:2]1[CH:7]=[CH:6][C:5]([CH:8]2[CH:12]([C:13]3[CH:18]=[CH:17][C:16]([Cl:19])=[CH:15][CH:14]=3)[N:11]([C:32]([Cl:34])=[O:33])[C:10]([C:20]3[C:21]([O:29][CH2:30][CH3:31])=[N:22][C:23]([O:26][CH2:27][CH3:28])=[N:24][CH:25]=3)=[N:9]2)=[CH:4][CH:3]=1. Procedure: Using the procedure as described in example 1, cis-4-[4,5-bis-(4-chloro-phenyl)-2-(2,4-diethoxy-pyrimidin-5-yl)-4,5-dihydro-1H-imidazole was reacted with phosgene to give cis-4-[4,5-bis-(4-chloro-phenyl)-2-(2,4-diethoxy-pyrimidin-5-yl)-4,5-dihydro-imidazole-1-carbonyl chloride. The carbonyl chloride was then coupled with 2-piperazinone (Alfa) to give cis-4-[4,5-bis-(4-chloro-phenyl)-2-(2,4-diethoxy-pyrimidin-5-yl)-4,5-dihydro-imidazole-1-carbonyl]-piperazin-2-one. HR-MS (ES, m/z) calculated for ... Reactants: C(C1=CC=CC=C1)O[C@H]1[C@@H](O[C@@H]2[C@H](N(C[C@H]2OCC2=CC=CC=C2)C(=O)OCC2=CC=CC=C2)COCC2=CC=CC=C2)O[C@@H]([C@H]([C@@H]1OCC1=CC=CC=C1)O[C@H]1[C@H](OCC2=CC=CC=C2)[C@@H](OCC2=CC=CC=C2)[C@H](OCC2=CC=CC=C2)[C@H](O1)COC)COCC1=CC=CC=C1 ((2R,3R,4R)-4-Benzyloxy-N-benzyloxycarbonyl-2-(benzyloxymethyl)pyrrolidin-3-yl 2,3,6-tri-O-benzyl-4-O-(2,3,4-tri-O-benzyl-6-methoxy-6-deoxy-β-D-glucopyranosyl)-α-D-glucopyranoside), Cl (hydrochloric acid). The reagents and catalysts are [OH-].[Pd+2].[OH-].[C] (palladium hydroxide carbon). Solvent: CO (methanol). Run at time 2 hour. Yields the product COC[C@@H]1[C@H]([C@@H]([C@H]([C@@H](O1)O[C@H]1[C@@H]([C@H]([C@@H](O[C@@H]2[C@H](NC[C@H]2O)CO)O[C@@H]1CO)O)O)O)O)O ((2R,3R,4R)-4-Hydroxy-2-hydroxymethyl-pyrrolidin-3-yl 4-O-(6-methoxy-6-deoxy-β-D-glucopyranosyl)-α-D-glucopyranoside). Isolated yield 94.7%. As a reaction SMILES: C([O:8][C@@H:9]1[C@@H:47]([O:48]CC2C=CC=CC=2)[C@H:46]([O:56][C@@H:57]2[O:86][C@H:85]([CH2:87][O:88][CH3:89])[C@@H:76]([O:77]CC3C=CC=CC=3)[C@H:67]([O:68]CC3C=CC=CC=3)[C@H:58]2[O:59]CC2C=CC=CC=2)[C@@H:45]([CH2:90][O:91]CC2C=CC=CC=2)[O:44][C@@H:10]1[O:11][C@H:12]1[C@H:16]([O:17]CC2C=CC=CC=2)[CH2:15][N:14](C(OCC2C=CC=CC=2)=O)[C@@H:13]1[CH2:35][O:36]CC1C=CC=CC=1)C1C=CC=CC=1.Cl>CO.[OH-].[Pd+2].[OH-].[C]>[CH3:89][O:88][CH2:87][C@H:85]1[O:86][C@@H:57]([O:56][C@@H:46]2[C@@H:45]([CH2:90][OH:91])[O:44][C@H:10]([O:11][C@H:12]3[C@H:16]([OH:17])[CH2:15][NH:14][C@@H:13]3[CH2:35][OH:36])[C@H:9]([OH:8])[C@H:47]2[OH:48])[C@H:58]([OH:59])[C@@H:67]([OH:68])[C@@H:76]1[OH:77] |f:3.4.5.6|. Procedure: The compound (150.1 mg, 0.11 mmol) synthesized in Example 8 (8c) was dissolved in methanol (10 mL) containing 1% aqueous hydrochloric acid solution and 20% palladium hydroxide-carbon (100 mg) was added thereto, followed by stirring of the mixture under a hydrogen atmosphere for 2 hours. After the catalyst was removed by celite filtration, 28% ammonia water (0.5 mL) was added thereto and the mixture was stirred for 10 minutes. After the solvent was distilled off under reduced pressure and the aqu... Reactants: CC(C)(C)OC(=O)CBr, O=C1NC(c2cccs2)CSCC1N1C(=O)c2ccccc2C1=O. Product: CC(C)(C)OC(=O)CN1C(=O)C(N2C(=O)c3ccccc3C2=O)CSCC1c1cccs1. RXN SMILES: [Br:25][CH2:26][C:27](=[O:28])[O:29][C:30]([CH3:31])([CH3:32])[CH3:33].[O:1]=[C:2]1[NH:3][CH:4]([c:20]2[s:21][cH:22][cH:23][cH:24]2)[CH2:5][S:6][CH2:7][CH:8]1[N:9]1[C:10](=[O:19])[c:11]2[c:12]([cH:15][cH:16][cH:17][cH:18]2)[C:13]1=[O:14]>>[O:1]=[C:2]1[N:3]([CH2:26][C:27](=[O:28])[O:29][C:30]([CH3:31])([CH3:32])[CH3:33])[CH:4]([c:20]2[s:21][cH:22][cH:23][cH:24]2)[CH2:5][S:6][CH2:7][CH:8]1[N:9]1[C:10](=[O:19])[c:11]2[c:12]([cH:15][cH:16][cH:17][cH:18]2)[C:13]1=[O:14]. The reactants are Cl.Cl.Cl.CN(C)CC1=CC(=NC=C1)CSC(N)=N (S-(4-dimethylaminomethyl-2-pyridylmethyl)isothiourea trihydrochloride), ClCCCC#N (4-chlorobutyronitrile), ice-salt, [OH-].[Na+] (sodium hydroxide). Solvent: O (water), C(C)O (ethanol), O (water). Run at time 5 hour. Product: CN(C)CC1=CC(=NC=C1)CSCCCC#N (4-(4-dimethylaminomethyl-2-pyridylmethylthio)butyronitrile). Isolated yield 80.7%. RXN SMILES: Cl.Cl.Cl.[CH3:4][N:5]([CH2:7][C:8]1[CH:13]=[CH:12][N:11]=[C:10]([CH2:14][S:15][C:16](=N)N)[CH:9]=1)[CH3:6].ClC[CH2:21][CH2:22][C:23]#[N:24].[OH-].[Na+]>O.C(O)C>[CH3:6][N:5]([CH2:7][C:8]1[CH:13]=[CH:12][N:11]=[C:10]([CH2:14][S:15][CH2:16][CH2:21][CH2:22][C:23]#[N:24])[CH:9]=1)[CH3:4] |f:0.1.2.3,5.6|. Procedure details: To a solution of S-(4-dimethylaminomethyl-2-pyridylmethyl)isothiourea trihydrochloride (11.88 g) and 4-chlorobutyronitrile (5.21 g) in water (50 ml) and ethanol (35 ml) at 0° C. (ice-salt bath) under nitrogen, was added dropwise over 20 minutes a solution of sodium hydroxide (6.4 g) in water (65 ml), keeping the temperature below 5° C. After having been stirred for 5 hours and allowed to stand for 20 hours, the solution was extracted with 3:1 chloroform:ethanol (3×100 ml) and the combined extrac... The reactants are B(Br)(Br)Br (boron tribromide), COC=1C=C2CCC3N(C2=CC1)C(OC3)=O (7-methoxy-3,3a,4,5-tetrahydro-1H-oxazolo[3,4-a]quinolin-1-one), N (ammonia). The solvent is ClCCl (dichloromethane). Reaction conditions: time 1 hour. Product: OC=1C=C2CCC3N(C2=CC1)C(OC3)=O (7-Hydroxy-3,3a,4,5-tetrahydro-1H-oxazolo[3,4-a]quinolin-1-one). RXN SMILES: C[O:2][C:3]1[CH:4]=[C:5]2[C:10](=[CH:11][CH:12]=1)[N:9]1[C:13](=[O:16])[O:14][CH2:15][CH:8]1[CH2:7][CH2:6]2.B(Br)(Br)Br.N>ClCCl>[OH:2][C:3]1[CH:4]=[C:5]2[C:10](=[CH:11][CH:12]=1)[N:9]1[C:13](=[O:16])[O:14][CH2:15][CH:8]1[CH2:7][CH2:6]2. Procedure details: To a solution of 4.6 g (21 mmol) of 7-methoxy-3,3a,4,5-tetrahydro-1H-oxazolo[3,4-a]quinolin-1-one in 50 ml of dichloromethane are added dropwise, at 0° C., 4.0 ml (42 mmol) of boron tribromide. After one hour, the medium is hydrolyzed by addition of aqueous ammonia to the point of neutrality. The precipitate formed is then filtered off and dried under vacuum. The reactants are [OH-].[K+] (KOH), C(C)OC(CCC1CCN(CC1)C(=O)OC(C)(C)C)=O (3-(1-(tert-butoxycarbonyl)piperidin-4-yl)propionic acid ethyl ester). Solvent: O (water), CCO (EtOH). Run at time 2.5 hour. Yields the product C(C)(C)(C)OC(=O)N1CCC(CC1)CCC(=O)O (3-(1-(tert-Butoxycarbonyl)piperidin-4-yl)propionic acid). Reaction SMILES: [OH-].[K+].C([O:5][C:6](=[O:22])[CH2:7][CH2:8][CH:9]1[CH2:14][CH2:13][N:12]([C:15]([O:17][C:18]([CH3:21])([CH3:20])[CH3:19])=[O:16])[CH2:11][CH2:10]1)C>O.CCO>[C:18]([O:17][C:15]([N:12]1[CH2:13][CH2:14][CH:9]([CH2:8][CH2:7][C:6]([OH:22])=[O:5])[CH2:10][CH2:11]1)=[O:16])([CH3:21])([CH3:19])[CH3:20] |f:0.1|. Reported procedure: A solution of KOH (86%, 0.42 g, 6.4 mmol) in water (1.5 mL) was added to a solution of 3-(1-(tert-butoxycarbonyl)piperidin-4-yl)propionic acid ethyl ester in 95% EtOH (15 mL) at rt. After 2.5 h, the mixture was partitioned between EtOAc (50 mL) and 2 N aq. HCl (50 mL). After extraction of the aqueous layer with EtOAc (50 mL), the organic layers were washed with sat'd NaCl (25 mL), dried (Na2SO4), decanted, and evaporated to give 1.06 g of the title compound as a crystalline solid. Solvent: N1=CC=CC=C1 (pyridine), O (water). Reaction SMILES: [N+:1]([C:4]1[CH:5]=[C:6]([CH:10]=[C:11]([N+:19]([O-])=O)[C:12]=1[C:13]1[CH:18]=[CH:17][CH:16]=[CH:15][CH:14]=1)[C:7]([OH:9])=[O:8])([O-:3])=[O:2].S(S([O-])=O)([O-])=O.[Na+].[Na+].Cl>N1C=CC=CC=1.O>[NH2:19][C:11]1[CH:10]=[C:6]([CH:5]=[C:4]([N+:1]([O-:3])=[O:2])[C:12]=1[C:13]1[CH:18]=[CH:17][CH:16]=[CH:15][CH:14]=1)[C:7]([OH:9])=[O:8] |f:1.2.3|. Run at time 15 minute. Starting materials: [N+](=O)([O-])C=1C=C(C(=O)O)C=C(C1C1=CC=CC=C1)[N+](=O)[O-] (3,5-dinitro-4-phenylbenzoic acid), S(=O)([O-])S(=O)[O-].[Na+].[Na+] (sodium dithionite), Cl (hydrochloric acid). Procedure: To a stirred solution of 3,5-dinitro-4-phenylbenzoic acid (135 g) in a mixture of pyridine (625 ml) and water (625 ml), sodium dithionite (235 g) is added in portions during about 30 minutes, keeping the temperature at 12°-15° C by external cooling. After additional stirring at this temperature for about 15 minutes, the resulting solution is acidified by the addition of conc. hydrochloric acid (750 ml), keeping the temperature below 25° C by the addition of ice to the reaction mixture. The mixtu... Yields the product NC=1C=C(C(=O)O)C=C(C1C1=CC=CC=C1)[N+](=O)[O-] (3-amino-5-nitro-4-phenylbenzoic acid). Reactants: C[O-], CC1CC2C3CCC(=O)C3(C)CCC2C2(CO)CCC(=O)C=C12, CC12CCC3C(CCC4=CC(=O)CCC43CO[Si](c3ccccc3)(c3ccccc3)c3ccccc3)C1CCC2=O. The product is CC1CC(=O)C=C2CCC3C4CCC(=O)C4(C)CCC3C21CO[Si](c1ccccc1)(c1ccccc1)c1ccccc1. RXN SMILES: [CH3:65][O-:66].[OH:1][CH2:2][C:3]12[CH:4]3[CH:5]([CH:6]4[C:7]([CH3:10])([CH2:8][CH2:9]3)[C:11](=[O:12])[CH2:13][CH2:14]4)[CH2:15][CH:16]([CH3:17])[C:18]1=[CH:19][C:20](=[O:21])[CH2:22][CH2:23]2.[c:24]1([Si:30]([O:31][CH2:32][C:33]23[CH2:34][CH2:35][C:36](=[O:52])[CH:37]=[C:38]2[CH2:39][CH2:40][CH:41]2[CH:42]4[CH2:43][CH2:44][C:45](=[O:51])[C:46]4([CH3:47])[CH2:48][CH2:49][CH:50]32)([c:53]2[cH:54][cH:55][cH:56][cH:57][cH:58]2)[c:59]2[cH:60][cH:61][cH:62][cH:63][cH:64]2)[cH:25][cH:26][cH:27][cH:28][cH:29]1>>[CH3:2][CH:34]1[C:33]2([CH2:32][O:31][Si:30]([c:24]3[cH:25][cH:26][cH:27][cH:28][cH:29]3)([c:53]3[cH:54][cH:55][cH:56][cH:57][cH:58]3)[c:59]3[cH:60][cH:61][cH:62][cH:63][cH:64]3)[C:38](=[CH:37][C:36](=[O:52])[CH2:35]1)[CH2:39][CH2:40][CH:41]1[CH:42]3[CH2:43][CH2:44][C:45](=[O:51])[C:46]3([CH3:47])[CH2:48][CH2:49][CH:50]21.